Dataset: the Open Reaction Database (ORD), a public repository of structured organic reaction records. Task: describe an organic reaction: reactants, conditions, products, and yield Reactants: N#CC1CC(F)CN1C(=O)CN(C(=O)OCc1ccccc1)C12CCC(C(=O)On3nnc4ccccc43)(CC1)CC2, CCN. Yields the product CCNC(=O)C12CCC(N(CC(=O)N3CC(F)CC3C#N)C(=O)OCc3ccccc3)(CC1)CC2. As a reaction SMILES: [CH2:1]([c:2]1[cH:3][cH:4][cH:5][cH:6][cH:7]1)[O:8][C:9](=[O:10])[N:11]([C:12]12[CH2:13][CH2:14][C:15]([C:20](=[O:21])[O:22][n:23]3[c:24]4[cH:25][cH:26][cH:27][cH:28][c:29]4[n:30][n:31]3)([CH2:16][CH2:17]1)[CH2:18][CH2:19]2)[CH2:32][C:33](=[O:34])[N:35]1[CH:36]([C:41]#[N:42])[CH2:37][CH:38]([F:40])[CH2:39]1.[CH3:43][CH2:44][NH2:45]>>[CH2:1]([c:2]1[cH:3][cH:4][cH:5][cH:6][cH:7]1)[O:8][C:9](=[O:10])[N:11]([C:12]12[CH2:13][CH2:14][C:15]([C:20](=[O:21])[NH:45][CH2:44][CH3:43])([CH2:16][CH2:17]1)[CH2:18][CH2:19]2)[CH2:32][C:33](=[O:34])[N:35]1[CH:36]([C:41]#[N:42])[CH2:37][CH:38]([F:40])[CH2:39]1.